This data is from the Open Reaction Database (ORD), a public repository of structured organic reaction records. The task is: describe an organic reaction: reactants, conditions, products, and yield Reactants: O.NN (hydrazine monohydrate), C1(=CC=CC=C1)/C=C/C(C)=O (trans-4-phenyl-3-buten-2-one). The solvent is CO (methanol), CO (methanol). Yields the product CC1=NNC(C1)C1=CC=CC=C1 (3-methyl-5-phenyl-2-pyrazoline). Yield: 74.8%. Reaction SMILES: O.[NH2:2][NH2:3].[C:4]1(/[CH:10]=[CH:11]/[C:12](=O)[CH3:13])[CH:9]=[CH:8][CH:7]=[CH:6][CH:5]=1>CO>[CH3:13][C:12]1[CH2:11][CH:10]([C:4]2[CH:9]=[CH:8][CH:7]=[CH:6][CH:5]=2)[NH:3][N:2]=1 |f:0.1|. Reported procedure: 17.1 g (342 mmol) of hydrazine monohydrate was dissolved in 500 ml of methanol. Then, 50 g (342 mmol) of trans-4-phenyl-3-buten-2-one dissolved in 100 ml of methanol was gradually dropwise added thereto under stirring within a range of from 5° C. to 15° C. Then, the mixture was stirred at room temperature for 30 hours, and methanol was distilled off under reduced pressure. The residue was distilled under reduced pressure to obtain 41.0 g of the desired 3-methyl-5-phenyl-2-pyrazoline. Starting materials: C(C)OCC (Diethyl ether), C([O-])(O)=O.[Na+] (sodium bicarbonate), Cl.BrC1=CC=NC=C1 (4-bromopyridine hydrochloride), S1C=NC=C1[Sn](C)(C)C ((5-thiazolyl)trimethyltin), C([O-])(O)=O.[Na+] (sodium bicarbonate). The reagents and catalysts are C=1C=CC(=CC1)[P](C=2C=CC=CC2)(C=3C=CC=CC3)[Pd]([P](C=4C=CC=CC4)(C=5C=CC=CC5)C=6C=CC=CC6)([P](C=7C=CC=CC7)(C=8C=CC=CC8)C=9C=CC=CC9)[P](C=1C=CC=CC1)(C=1C=CC=CC1)C=1C=CC=CC1 (tetrakis(triphenylphosphine)palladium). Solvent: C1=CC=CC=C1 (benzene), C(C)(=O)OCC (ethyl acetate). The product is S1C=NC=C1C1=CC=NC=C1 (4-(5-thiazolyl)pyridine). RXN SMILES: C(OCC)C.C(=O)(O)[O-].[Na+].Cl.Br[C:13]1[CH:18]=[CH:17][N:16]=[CH:15][CH:14]=1.[S:19]1[C:23]([Sn](C)(C)C)=[CH:22][N:21]=[CH:20]1>C1C=CC([P]([Pd]([P](C2C=CC=CC=2)(C2C=CC=CC=2)C2C=CC=CC=2)([P](C2C=CC=CC=2)(C2C=CC=CC=2)C2C=CC=CC=2)[P](C2C=CC=CC=2)(C2C=CC=CC=2)C2C=CC=CC=2)(C2C=CC=CC=2)C2C=CC=CC=2)=CC=1.C(OCC)(=O)C.C1C=CC=CC=1>[S:19]1[C:23]([C:13]2[CH:18]=[CH:17][N:16]=[CH:15][CH:14]=2)=[CH:22][N:21]=[CH:20]1 |f:1.2,3.4,^1:31,33,52,71|. Procedure details: Diethyl ether and a saturated aqueous solution of sodium bicarbonate were added to 4-bromopyridine hydrochloride (3.76 g). The organic layer thus separated was dried over anhydrous sodium sulfate and concentrated under reduced pressure, whereby a diethyl ether solution of 4-bromopyridine was obtained. To the resulting solution were added (5-thiazolyl)trimethyltin (4.00 g), benzene (150 ml) and tetrakis(triphenylphosphine)palladium (950 mg), followed by heating under reflux for 12 hours. After al... The reactants are C(C1=CC=CC=C1)OC=1C=C(C=O)C=CC1OCCC (3-benzyloxy-4-n-propoxybenzaldehyde), OC=1C=C(CO)C=CC1OCCC (3-hydroxy-4-n-propoxybenzyl alcohol), C(C1=CC=CC=C1)Cl (benzyl chloride), C([O-])([O-])=O.[K+].[K+] (potassium carbonate), [OH-].[K+] (potassium hydroxide). Run in C(C)O (ethanol), C(C)O (ethanol), O (water). The product is C(C1=CC=CC=C1)OC1=C(C=O)C=CC(=C1)OCCC (benzyloxy-4-n-propoxybenzaldehyde), solid. As a reaction SMILES: [CH2:1]([O:8]C1C=C(C=CC=1OCCC)C=O)[C:2]1[CH:7]=[CH:6][CH:5]=[CH:4][CH:3]=1.O[C:22]1[CH:23]=[C:24]([CH:27]=[CH:28][C:29]=1[O:30][CH2:31][CH2:32][CH3:33])[CH2:25][OH:26].C(Cl)C1C=CC=CC=1.C(=O)([O-])[O-].[K+].[K+].[OH-].[K+]>C(O)C.O>[CH2:1]([O:8][C:23]1[CH:22]=[C:29]([O:30][CH2:31][CH2:32][CH3:33])[CH:28]=[CH:27][C:24]=1[CH:25]=[O:26])[C:2]1[CH:7]=[CH:6][CH:5]=[CH:4][CH:3]=1 |f:3.4.5,6.7|. Reported procedure: 2,4,6-tribenzyloxyacetophenone is obtained by the common procedure of reacting 2,4,6-trihydroxyacetophenone with excess benzyl chloride and excess potassium carbonate in dimethylformamide and giving the reaction mixture an aqueous work up. 3-benzyloxy-4-n-propoxybenzaldehyde is similarly prepared from 3-hydroxy-4-n-propoxybenzyl alcohol, excess benzyl chloride and excess potassium carbonate. A warm solution of 2.19 g of the 2,4,6-tribenzyloxyacetophenone and 1.35 g of the benzyloxy-4-n-propoxybe... The reactants are CCN=C=NCCCN(C)C, CN1CCOCC1, O=C(O)C(OC1CCOCC1)c1ccc(S(=O)(=O)C2CC2)cc1, CN(C)C=O, On1nnc2ccccc21, Nc1nc2cccnc2s1. Product: O=C(Nc1nc2cccnc2s1)C(OC1CCOCC1)c1ccc(S(=O)(=O)C2CC2)cc1. RXN SMILES: [CH3:44][CH2:45][N:46]=[C:47]=[N:48][CH2:49][CH2:50][CH2:51][N:52]([CH3:53])[CH3:54].[CH3:55][N:56]1[CH2:57][CH2:58][O:59][CH2:60][CH2:61]1.[CH:1]1([S:4](=[O:5])(=[O:6])[c:7]2[cH:8][cH:9][c:10]([CH:13]([C:14](=[O:15])[OH:16])[O:17][CH:18]3[CH2:19][CH2:20][O:21][CH2:22][CH2:23]3)[cH:11][cH:12]2)[CH2:2][CH2:3]1.[O:62]=[CH:63][N:64]([CH3:65])[CH3:66].[OH:34][n:35]1[c:36]2[c:37]([cH:38][cH:39][cH:40][cH:41]2)[n:42][n:43]1.[n:24]1[c:25]([NH2:33])[s:26][c:27]2[n:28][cH:29][cH:30][cH:31][c:32]12>>[CH:1]1([S:4](=[O:5])(=[O:6])[c:7]2[cH:8][cH:9][c:10]([CH:13]([C:14](=[O:15])[NH:33][c:25]3[n:24][c:32]4[c:27]([s:26]3)[n:28][cH:29][cH:30][cH:31]4)[O:17][CH:18]3[CH2:19][CH2:20][O:21][CH2:22][CH2:23]3)[cH:11][cH:12]2)[CH2:2][CH2:3]1. Starting materials: CC#N, [K+], [K+], O=C([O-])[O-], BrCCCc1ccccc1, c1ccc(CCCN2CCCCC2)cc1. Product: c1ccc(CCCC2CCN(CCCc3ccccc3)CC2)cc1. As a reaction SMILES: [CH3:32][C:33]#[N:34].[K+:26].[K+:27].[O-:28][C:29]([O-:30])=[O:31].[c:16]1([CH2:22][CH2:23][CH2:24][Br:25])[cH:17][cH:18][cH:19][cH:20][cH:21]1.[c:1]1([CH2:7][CH2:8][CH2:9][N:10]2[CH2:11][CH2:12][CH2:13][CH2:14][CH2:15]2)[cH:2][cH:3][cH:4][cH:5][cH:6]1>>[c:1]1([CH2:7][CH2:8][CH2:9][N:10]2[CH2:11][CH2:12][CH:13]([CH2:24][CH2:23][CH2:22][c:16]3[cH:17][cH:18][cH:19][cH:20][cH:21]3)[CH2:14][CH2:15]2)[cH:2][cH:3][cH:4][cH:5][cH:6]1. The reactants are CCO (EtOH), [OH-].[K+] (KOH), ClC=1C=C2C=3CCC(C(C3N(C2=CC1Cl)S(=O)(=O)C1=CC=C(C)C=C1)(O[Si](C)(C)C)C(F)(F)F)(F)F (6,7-dichloro-2,2-difluoro-9-tosyl-1-(trifluoromethyl)-1-(trimethylsilyloxy)-2,3,4,9-tetrahydro-1H-carbazole). Solvent: O (H2O), C1CCOC1 (THF), O (water). Conditions: time 4 hour. Yields the product ClC=1C=C2C=3CCC(C(C3NC2=CC1Cl)(O)C(F)(F)F)(F)F (6,7-Dichloro-2,2-difluoro-1-(trifluoromethyl)-2,3,4,9-tetrahydro-1H-carbazol-1-ol). The yield is 34.7%. Reaction SMILES: [Cl:1][C:2]1[CH:3]=[C:4]2[C:12](=[CH:13][C:14]=1[Cl:15])[N:11](S(C1C=CC(C)=CC=1)(=O)=O)[C:10]1[C:9]([C:31]([F:34])([F:33])[F:32])([O:26][Si](C)(C)C)[C:8]([F:36])([F:35])[CH2:7][CH2:6][C:5]2=1.[OH-].[K+].CCO>C1COCC1.O>[Cl:1][C:2]1[CH:3]=[C:4]2[C:12](=[CH:13][C:14]=1[Cl:15])[NH:11][C:10]1[C:9]([C:31]([F:32])([F:33])[F:34])([OH:26])[C:8]([F:35])([F:36])[CH2:7][CH2:6][C:5]2=1 |f:1.2|. Procedure details: To a solution of 6,7-dichloro-2,2-difluoro-9-tosyl-1-(trifluoromethyl)-1-(trimethylsilyloxy)-2,3,4,9-tetrahydro-1H-carbazole (0.090 g, 0.2 mmol) in THF (5 mL), cooled to 0° C., KOH (0.064 g, 1.0 mmol) in H2O (2 mL), was added and the reaction mixture was slowly cooled to room temperature and stirred for an additional 30 min EtOH (2 mL) was added to the reaction mixture and stirred at 80° C. for 4 h, diluted with water (20 mL) and extracted with EtOAc (3×30 mL). The combined organic extracts were... The reactants are [N+](=O)([O-])C1=CC=C(C=C1)C=1N=C2SC3=C(N2C1)C=CC(=C3)O (2-(4-Nitrophenyl)imidazo[2,1-b]benzothiazol-7-ol), Cl.ClCCN1CCOCC1 (4-(2-chloroethyl)-morpholine hydrochloride), C([O-])([O-])=O.[K+].[K+] (potassium carbonate). The reagents and catalysts are [I-].C(CCC)[N+](CCCC)(CCCC)CCCC (tetrabutylammonium iodide). The solvent is CN(C=O)C (N,N-dimethylformamide). Product: N1(CCOCC1)CCOC1=CC2=C(N3C(S2)=NC(=C3)C3=CC=C(C=C3)[N+](=O)[O-])C=C1 (7-(2-morpholin-4-yl-ethoxy)-2-(4-nitrophenyl)imidazo[2,1-b]benzothiazole). As a reaction SMILES: [N+:1]([C:4]1[CH:9]=[CH:8][C:7]([C:10]2[N:11]=[C:12]3[N:16]([CH:17]=2)[C:15]2[CH:18]=[CH:19][C:20]([OH:22])=[CH:21][C:14]=2[S:13]3)=[CH:6][CH:5]=1)([O-:3])=[O:2].Cl.Cl[CH2:25][CH2:26][N:27]1[CH2:32][CH2:31][O:30][CH2:29][CH2:28]1.C(=O)([O-])[O-].[K+].[K+]>[I-].C([N+](CCCC)(CCCC)CCCC)CCC.CN(C)C=O>[N:27]1([CH2:26][CH2:25][O:22][C:20]2[CH:19]=[CH:18][C:15]3[N:16]4[CH:17]=[C:10]([C:7]5[CH:8]=[CH:9][C:4]([N+:1]([O-:3])=[O:2])=[CH:5][CH:6]=5)[N:11]=[C:12]4[S:13][C:14]=3[CH:21]=2)[CH2:32][CH2:31][O:30][CH2:29][CH2:28]1 |f:1.2,3.4.5,6.7|. Procedure: 2-(4-Nitrophenyl)imidazo[2,1-b]benzothiazol-7-ol, 4-(2-chloroethyl)-morpholine hydrochloride, potassium carbonate, and tetrabutylammonium iodide were added to N,N-dimethylformamide forming a yellow suspension that was heated at a temperature of >50° C. for over 3 hours. The reaction was cooled and the solids were collected, slurried into water, filtered, slurried into acetone, filtered and washed with acetone to give yellow solids that were dried under vacuum to give 7-(2-morpholin-4-yl-ethoxy)-...